From a dataset of the Open Reaction Database (ORD), a public repository of structured organic reaction records. describe an organic reaction: reactants, conditions, products, and yield Starting materials: NC1=C(C(=O)C2=CC(=CC=C2)Cl)C=CC=C1 (2-amino-3'-chlorobenzophenone), NC=1C(=NC=CC1)Cl (3-amino-2-chloropyridine), C1(=CC=CC=C1)C (toluene). The solvent is C(Cl)Cl (methylene chloride). Conditions: temperature 180 celsius. Yields the product NC=1C(=NC=CC1)NC1=C(C=CC=C1)C(=O)C1=CC(=CC=C1)Cl ([2-[(3-Amino-2-pyridinyl)amino]phenyl](3-chlorophenyl)methanone). Reaction SMILES: [NH2:1][C:2]1[CH:16]=[CH:15][CH:14]=[CH:13][C:3]=1[C:4]([C:6]1[CH:11]=[CH:10][CH:9]=[C:8]([Cl:12])[CH:7]=1)=[O:5].[NH2:17][C:18]1[C:19](Cl)=[N:20][CH:21]=[CH:22][CH:23]=1.C1(C)C=CC=CC=1>C(Cl)Cl>[NH2:17][C:18]1[C:19]([NH:1][C:2]2[CH:16]=[CH:15][CH:14]=[CH:13][C:3]=2[C:4]([C:6]2[CH:11]=[CH:10][CH:9]=[C:8]([Cl:12])[CH:7]=2)=[O:5])=[N:20][CH:21]=[CH:22][CH:23]=1. Reported procedure: A stirred mixture of 35 g (0.152 mole) of 2-amino-3'-chlorobenzophenone and 23.4 g (0.182 mole) of 3-amino-2-chloropyridine was heated at 180° C. for 2 hr. The hot melt was allowed to cool to 110° C., after which 100 ml of hot toluene was added dropwise with vigorous stirring. The mixture was allowed to cool while stirring to 30° C. and 50 ml of methylene chloride was added. After stirring for an additional 1/2 hour, the mixture was filtered and the filter cake suspended in methylene chloride wi... The reactants are ClC=1C(=C(C(=O)NOC[C@@H]2OC(OC2)(C)C)C=CN1)NC1=C(C=C(C=C1)I)F (2-Chloro-N-{[(4R)-2,2-dimethyl-1,3-dioxolan-4-yl]methoxy}-3-(2-fluoro-4-iodo-phenylamino)-isonicotinamide), C(=O)(C(F)(F)F)O.ClCCl (TFA dichloromethane). The product is ClC=1C(=C(C(=O)NOC[C@@H](CO)O)C=CN1)NC1=C(C=C(C=C1)I)F (2-Chloro-N-[(2R)-2,3-dihydroxy-propoxy]-3-(2-fluoro-4-iodo-phenylamino)-isonicotinamide). As a reaction SMILES: [Cl:1][C:2]1[C:3]([NH:20][C:21]2[CH:26]=[CH:25][C:24]([I:27])=[CH:23][C:22]=2[F:28])=[C:4]([CH:17]=[CH:18][N:19]=1)[C:5]([NH:7][O:8][CH2:9][C@H:10]1[CH2:14][O:13]C(C)(C)[O:11]1)=[O:6].C(O)(C(F)(F)F)=O.ClCCl>>[Cl:1][C:2]1[C:3]([NH:20][C:21]2[CH:26]=[CH:25][C:24]([I:27])=[CH:23][C:22]=2[F:28])=[C:4]([CH:17]=[CH:18][N:19]=1)[C:5]([NH:7][O:8][CH2:9][C@H:10]([OH:11])[CH2:14][OH:13])=[O:6] |f:1.2|. Procedure: Deprotection of 2-Chloro-N-{[(4R)-2,2-dimethyl-1,3-dioxolan-4-yl]methoxy}-3-(2-fluoro-4-iodo-phenylamino)-isonicotinamide with 50:50 mixture of TFA/dichloromethane at room temperature for 30 minutes afforded the desired product. Purification by reverse phase LC/MS [7.94 min; 482 (M+1)]. The reactants are CC(C)([O-])C.[K+] (potassium tert-butoxide), C(OC)COC (dimethoxyethane), N12CC(C(CC1)CC2)=O (3-quinuclidinone), S(=O)(=O)(C1=CC=C(C)C=C1)CN=C=O (tosylmethylisocyanate), C(OC)COC (dimethoxyethane). The solvent is C(C)O (ethanol), C(C)O (ethanol). Run at time 30 minute. Yields the product C(#N)C1CN2CCC1CC2 (3-cyanoquinuclidine). Yield: 74.5%. RXN SMILES: CC(C)([O-])C.[K+].C(COC)OC.[N:13]12[CH2:20][CH2:19][CH:16]([CH2:17][CH2:18]1)[C:15](=O)[CH2:14]2.S([CH2:32][N:33]=C=O)(C1C=CC(C)=CC=1)(=O)=O>C(O)C>[C:32]([CH:15]1[CH:16]2[CH2:19][CH2:20][N:13]([CH2:18][CH2:17]2)[CH2:14]1)#[N:33] |f:0.1|. Reported procedure: A solution of potassium tert-butoxide (18.27 ml) in 1:1 (v/v) mixture of dimethoxyethane and ethanol (100 ml) was added slowly to a stirred mixture of 3-quinuclidinone (8.14 g), tosylmethylisocyanate (16.53 g) in dry ethanol (6.5 ml), and dry dimethoxyethane (228 ml) under an atmosphere of argon whilst maintaining the temperature below 10° C. The reaction mixture was allowed to warm to ambient temperature and stirred at this temperature for 30 minutes. The reaction mixture was then stirred at 40... Reaction SMILES: [Cl:1][C:2]1[CH:7]=[C:6]([C:8]#[N:9])[CH:5]=[C:4]([Cl:10])[N:3]=1.C[O-].[Na+].Cl.[CH:15]1([NH2:18])[CH2:17][CH2:16]1>CCO.CO>[Cl:1][C:2]1[CH:7]=[C:6]([CH:5]=[C:4]([Cl:10])[N:3]=1)[C:8]([NH:18][CH:15]1[CH2:17][CH2:16]1)=[NH:9] |f:1.2|. The solvent is CCO (EtOH), CO (methanol). Isolated yield 57.4%. Run at time 3 hour. Procedure: 2,6-dichloropyridine-4-carbonitrile (5 g, 28.9 mmol), methanol (50 ml) and sodium methoxide (0.66 ml, 2.89 mmol) were mixed and stirred at r.t. for 3 h. HCl in EtOH (24% w/w, 10 ml) and cyclopropylamine (3 mL, 43.4 mmol) were added at 0° C., followed by stirring at r.t. o.n. The reaction mixture was concentrated in-vacuo. The isolated residue was treated with cold aq. NaOH (1N, 75 ml) and extracted with EA. The combined organic phase was washed sequentially with aq. NaOH and brine, dried (Na2SO4... Starting materials: Cl (HCl), C1(CC1)N (cyclopropylamine), ClC1=NC(=CC(=C1)C#N)Cl (2,6-dichloropyridine-4-carbonitrile), C[O-].[Na+] (sodium methoxide). Yields the product ClC=1C=C(C(=N)NC2CC2)C=C(N1)Cl (2,6-Dichloro-N-cyclopropyl-isonicotinamidine).